describe an organic reaction: reactants, conditions, products, and yield From a dataset of the Open Reaction Database (ORD), a public repository of structured organic reaction records. The reactants are C(CCC)OCCOC1=CC=C(C=C1)C=1C=CC2=C(C=C(CCN2C2=CC=C(C=C2)S(N)(=O)=O)C(=O)OC)C1 (methyl 7-[4-(2-butoxyethoxy)phenyl]-1-(4-sulfamoylphenyl)-2,3-dihydro-1H-1-benzazepine-4-carboxylate), [OH-].[Na+] (sodium hydroxide). Run in CO (methanol), C1CCOC1 (THF). The product is C(CCC)OCCOC1=CC=C(C=C1)C=1C=CC2=C(C=C(CCN2C2=CC=C(C=C2)S(N)(=O)=O)C(=O)O)C1 (7-[4-(2-butoxyethoxy)phenyl]-1-(4-sulfamoylphenyl)-2,3-dihydro-1H-1-benzazepine-4-carboxylic acid). Isolated yield 90.5%. As a reaction SMILES: [CH2:1]([O:5][CH2:6][CH2:7][O:8][C:9]1[CH:14]=[CH:13][C:12]([C:15]2[CH:16]=[CH:17][C:18]3[N:24]([C:25]4[CH:30]=[CH:29][C:28]([S:31](=[O:34])(=[O:33])[NH2:32])=[CH:27][CH:26]=4)[CH2:23][CH2:22][C:21]([C:35]([O:37]C)=[O:36])=[CH:20][C:19]=3[CH:39]=2)=[CH:11][CH:10]=1)[CH2:2][CH2:3][CH3:4].[OH-].[Na+]>CO.C1COCC1>[CH2:1]([O:5][CH2:6][CH2:7][O:8][C:9]1[CH:10]=[CH:11][C:12]([C:15]2[CH:16]=[CH:17][C:18]3[N:24]([C:25]4[CH:26]=[CH:27][C:28]([S:31](=[O:33])(=[O:34])[NH2:32])=[CH:29][CH:30]=4)[CH2:23][CH2:22][C:21]([C:35]([OH:37])=[O:36])=[CH:20][C:19]=3[CH:39]=2)=[CH:13][CH:14]=1)[CH2:2][CH2:3][CH3:4] |f:1.2|. Reported procedure: In methanol (50 ml) and THF (15 ml) was dissolved methyl 7-[4-(2-butoxyethoxy)phenyl]-1-(4-sulfamoylphenyl)-2,3-dihydro-1H-1-benzazepine-4-carboxylate (0.34 g). To the solution was added 1N sodium hydroxide solution (10 ml), and the mixture was refluxed for 2 hours, concentrated, neutralized with 1N hydrochloric acid and extracted with ethyl acetate. The organic layer was washed with water and saturated brine and dried with anhydrous magnesium sulfate. The solvent was evaporated to give 7-[4-(2-... Reactants: C(C)N=C=NCCCN(C)C (1-ethyl-3-(3-dimethylaminopropyl)carbodiimide), COC(=O)C=1C=C(C(=O)O)C=C(C1)C1=C(SC(=C1)Cl)Cl (3-methoxycarbonyl-5-(2,5-dichlorothiophen-3-yl)benzoic acid), CN(CCN)C (N,N-dimethylethylenediamine), ON1N=NC2=C1C=CC=C2 (1-hydroxybenzotriazole). Run in ClCCl (dichloromethane). Reaction conditions: time 7 hour. The product is ClC=1SC(=CC1C=1C=C(C=C(C(=O)OC)C1)C(NCCN(C)C)=O)Cl (methyl 5-(2,5-dichlorothiophen-3-yl)-3-[(2-dimethylaminoethyl)carbamoyl]benzoate). Isolated yield 67.3%. RXN SMILES: [CH3:1][O:2][C:3]([C:5]1[CH:6]=[C:7]([CH:11]=[C:12]([C:14]2[CH:18]=[C:17]([Cl:19])[S:16][C:15]=2[Cl:20])[CH:13]=1)[C:8]([OH:10])=O)=[O:4].[CH3:21][N:22]([CH3:26])[CH2:23][CH2:24][NH2:25].ON1C2C=CC=CC=2N=N1.C(N=C=NCCCN(C)C)C>ClCCl>[Cl:20][C:15]1[S:16][C:17]([Cl:19])=[CH:18][C:14]=1[C:12]1[CH:11]=[C:7]([C:8](=[O:10])[NH:25][CH2:24][CH2:23][N:22]([CH3:26])[CH3:21])[CH:6]=[C:5]([CH:13]=1)[C:3]([O:2][CH3:1])=[O:4]. Reported procedure: To a mixture of 3-methoxycarbonyl-5-(2,5-dichlorothiophen-3-yl)benzoic acid (0.7 g), N,N-dimethylethylenediamine (0.186 g) and 1-hydroxybenzotriazole (0.314 g) in dichloromethane (25 ml) was added 1-ethyl-3-(3-dimethylaminopropyl)carbodiimide (0.446 g) under ice cooling, and the solution was stirred for 7 hours at room temperature. After evaporating the solvent, the residue was dissolved in a mixture of ethyl acetate and saturated aqueous sodium hydrogencarbonate solution with stirring. The orga... The reactants are CC(O)(Br)CCC1CCC(=O)N1, CC(C)(C)[Si](C)(C)Cl, CN(C)c1ccncc1, CN(C)C=O, c1c[nH]cn1. The product is CC(Br)(CCC1CCC(=O)N1)O[Si](C)(C)C(C)(C)C. As a reaction SMILES: [Br:1][C:2]([CH2:3][CH2:4][CH:5]1[CH2:6][CH2:7][C:8](=[O:10])[NH:9]1)([CH3:11])[OH:12].[C:13]([CH3:14])([CH3:15])([CH3:16])[Si:17]([CH3:18])([CH3:19])[Cl:20].[CH3:31][N:32]([c:33]1[cH:34][cH:35][n:36][cH:37][cH:38]1)[CH3:39].[O:26]=[CH:27][N:28]([CH3:29])[CH3:30].[nH:21]1[cH:22][cH:23][n:24][cH:25]1>>[Br:1][C:2]([CH2:3][CH2:4][CH:5]1[CH2:6][CH2:7][C:8](=[O:10])[NH:9]1)([CH3:11])[O:12][Si:17]([C:13]([CH3:14])([CH3:15])[CH3:16])([CH3:18])[CH3:19]. Reactants: FC1=C(N)C=C(C(=C1Cl)OC(C(C(F)(F)F)(F)F)C)Cl (2-Fluoro-3,5-dichloro-4-(1-methyl-2,2,3,3,3-pentafluoropropoxy)aniline), FC1=C(C(=O)N=C=O)C(=CC=C1)F (2,6-difluorobenzoyl isocyanate). Solvent: ClCCCl (1,2-dichloroethane), ClCCCl (1,2-dichloroethane). Conditions: time 8 hour. Product: FC1=C(C(=O)NC(=O)NC2=C(C(=C(C(=C2)Cl)OC(C(C(F)(F)F)(F)F)C)Cl)F)C(=CC=C1)F (1-(2,6-Difluorobenzoyl)-3-[2-fluoro-3,5-dichloro-4-(1-methyl-2,2,3,3,3-pentafluoropropoxy)phenyl]urea). The yield is 39.1%. RXN SMILES: [F:1][C:2]1[C:8]([Cl:9])=[C:7]([O:10][CH:11]([CH3:19])[C:12]([F:18])([F:17])[C:13]([F:16])([F:15])[F:14])[C:6]([Cl:20])=[CH:5][C:3]=1[NH2:4].[F:21][C:22]1[CH:32]=[CH:31][CH:30]=[C:29]([F:33])[C:23]=1[C:24]([N:26]=[C:27]=[O:28])=[O:25]>ClCCCl>[F:21][C:22]1[CH:32]=[CH:31][CH:30]=[C:29]([F:33])[C:23]=1[C:24]([NH:26][C:27]([NH:4][C:3]1[CH:5]=[C:6]([Cl:20])[C:7]([O:10][CH:11]([CH3:19])[C:12]([F:18])([F:17])[C:13]([F:15])([F:16])[F:14])=[C:8]([Cl:9])[C:2]=1[F:1])=[O:28])=[O:25]. Procedure details: 200 mg of 2-Fluoro-3,5-dichloro-4-(1-methyl-2,2,3,3,3-pentafluoropropoxy)aniline was stirred in 15 mL 1,2-dichloroethane as 118 mg 2,6-difluorobenzoyl isocyanate in 5 mL 1,2-dichloroethane was added. The mixture was heated under reflux for 30 minutes before lowering heat and stirring overnight. The mixture was then concentrated to half volume and chilled to give 120 mg of 1-(2,6-Difluorobenzoyl)-3-[2-fluoro-3,5-dichloro-4-(1-methyl-2,2,3,3,3-pentafluoropropoxy)phenyl]urea as a white solid. 1H NM... Starting materials: CSC1=NC=C2C(=N1)NNC2=O (6-(methylthio)-1H-pyrazolo[3,4-d]pyrimidin-3(2H)-one), O (H2O), [OH-].[NH4+] (ammonium hydroxide), P(=O)(Br)(Br)Br (P(O)Br3). Run in CC#N (CH3CN), CC#N (CH3CN). Reaction conditions: temperature 100 celsius, time 1 hour. The product is BrC1=NNC2=NC(=NC=C21)SC (3-bromo-6-(methylthio)-1H-pyrazolo[3,4-d]pyrimidine). Yield: 77.1%. Reaction SMILES: [CH3:1][S:2][C:3]1[N:8]=[C:7]2[NH:9][NH:10][C:11](=O)[C:6]2=[CH:5][N:4]=1.P(Br)(Br)([Br:15])=O.O.[OH-].[NH4+]>CC#N>[Br:15][C:11]1[C:6]2[C:7](=[N:8][C:3]([S:2][CH3:1])=[N:4][CH:5]=2)[NH:9][N:10]=1 |f:3.4|. Procedure details: To a suspension of 6-(methylthio)-1H-pyrazolo[3,4-d]pyrimidin-3(2H)-one (0.50 g, 2.7 mmol) in CH3CN (15 mL) was added a CH3CN solution of P(O)Br3 (1.57 g, 5.5 mmol) in a pressure vessel. The mixture was sonicated for 30 min before being heated to 100° C. for 16 h (overnight). After it was cooled to 0° C., H2O and aqueous ammonium hydroxide were added to basify the mixture. The mixture was stirred at 0° C. for 1 h. The aqueous layer was extracted with EtOAc (10×). The combined EtOAc layer was dri...